From a dataset of the Open Reaction Database (ORD), a public repository of structured organic reaction records. describe an organic reaction: reactants, conditions, products, and yield Starting materials: C[Si](C)(C)C=[N+]=[N-], CO, CC(Nc1nccc(-n2cnc3ccc(C(=O)O)cc32)n1)c1ccccc1, c1ccccc1. Product: COC(=O)c1ccc2ncn(-c3ccnc(NC(C)c4ccccc4)n3)c2c1. As a reaction SMILES: [CH3:28][Si:29]([CH:30]=[N+:31]=[N-:32])([CH3:33])[CH3:34].[CH3:41][OH:42].[c:1]1([CH:7]([CH3:8])[NH:9][c:10]2[n:11][cH:12][cH:13][c:14](-[n:16]3[cH:17][n:18][c:19]4[c:20]3[cH:21][c:22]([C:25](=[O:26])[OH:27])[cH:23][cH:24]4)[n:15]2)[cH:2][cH:3][cH:4][cH:5][cH:6]1.[cH:35]1[cH:36][cH:37][cH:38][cH:39][cH:40]1>>[c:1]1([CH:7]([CH3:8])[NH:9][c:10]2[n:11][cH:12][cH:13][c:14](-[n:16]3[cH:17][n:18][c:19]4[c:20]3[cH:21][c:22]([C:25](=[O:26])[O:27][CH3:28])[cH:23][cH:24]4)[n:15]2)[cH:2][cH:3][cH:4][cH:5][cH:6]1. Starting materials: O=C([O-])[O-], CCOC(=O)c1ccc(O)c(O)c1, CC(C)Br, [K+], [K+], CN(C)C=O. Product: CCOC(=O)c1ccc(OC(C)C)c(O)c1. RXN SMILES: [C:14](=[O:15])([O-:16])[O-:17].[CH2:1]([CH3:2])[O:3][C:4]([c:5]1[cH:6][c:7]([OH:12])[c:8]([OH:11])[cH:9][cH:10]1)=[O:13].[CH:20]([CH3:21])([CH3:22])[Br:23].[K+:18].[K+:19].[O:24]=[CH:25][N:26]([CH3:27])[CH3:28]>>[CH2:1]([CH3:2])[O:3][C:4]([c:5]1[cH:6][c:7]([OH:12])[c:8]([O:11][CH:20]([CH3:21])[CH3:22])[cH:9][cH:10]1)=[O:13]. Reactants: NN1CC(CCC1)O (1-amino-3-hydroxypiperidine), C(C1=CC=CC=C1)(=O)O[C@H]1[C@@H](O[C@@H]([C@H]1OC(C1=CC=CC=C1)=O)COC(C1=CC=CC=C1)=O)N1C2=NC(=NC(=C2N=C1)Cl)Cl (9-(2',3',5'tri-O-benzoyl-β-D-ribofuranosyl)-2,6-dichloro-9H-purine), N (ammonia). Yields the product ClC=1N=C(C=2N=CN([C@H]3[C@H](O)[C@H](O)[C@@H](CO)O3)C2N1)NN1CC(CCC1)O (2-chloro-N-(3-hydroxypiperidinyl)adenosine). The yield is 7.6%. Reaction SMILES: [NH2:1][N:2]1[CH2:7][CH2:6][CH2:5][CH:4]([OH:8])[CH2:3]1.C([O:17][C@@H:18]1[C@H:22]([O:23]C(=O)C2C=CC=CC=2)[C@@H:21]([CH2:32][O:33]C(=O)C2C=CC=CC=2)[O:20][C@H:19]1[N:42]1[CH:50]=[N:49][C:48]2[C:43]1=[N:44][C:45]([Cl:52])=[N:46][C:47]=2Cl)(=O)C1C=CC=CC=1.N>>[Cl:52][C:45]1[N:46]=[C:47]([NH:1][N:2]2[CH2:7][CH2:6][CH2:5][CH:4]([OH:8])[CH2:3]2)[C:48]2[N:49]=[CH:50][N:42]([C:43]=2[N:44]=1)[C@@H:19]1[O:20][C@H:21]([CH2:32][OH:33])[C@@H:22]([OH:23])[C@H:18]1[OH:17]. Reported procedure: The title compound was prepared according to method A as described above by reacting 1-amino-3-hydroxypiperidine (prepared from 3-hydroxypiperidine as outlined in Example 6) (0.60 g, 5.9 mmol) with 9-(2',3',5'tri-O-benzoyl-β-D-ribofuranosyl)-2,6-dichloro-9H-purine (2.50 g, 3.94 mmol), followed by debenzoylation of the purified product using methanolic ammonia to provide the title 2-chloro-N-(3-hydroxypiperidinyl)adenosine (0.12 g, 8%) (after column chromatography) as a foam (a mixture of diaster... The reactants are FC=1C(=C(CN(C(OC(C)(C)C)=O)C)C=C(C1)[N+](=O)[O-])O (tert-Butyl 3-fluoro-2-hydroxy-5-nitrobenzyl(methyl)carbamate), O1C[C@H](CC1)O ((S)-tetrahydrofuran-3-ol), C1=CC=C(C=C1)P(C2=CC=CC=C2)C3=CC=CC=C3 (PPh3), CC(C)OC(=O)/N=N/C(=O)OC(C)C (DIAD). Solvent: C1CCOC1 (THF). Conditions: temperature 0 celsius, time 0.5 hour. Product: FC=1C(=C(CN(C(OC(C)(C)C)=O)C)C=C(C1)[N+](=O)[O-])O[C@H]1COCC1 ((R)-tert-Butyl 3-fluoro-5-nitro-2-((tetrahydrofuran-3-yl)oxy)benzyl(methyl)carbamate). Yield: 100.3%. Reaction SMILES: [F:1][C:2]1[C:3]([OH:21])=[C:4]([CH:15]=[C:16]([N+:18]([O-:20])=[O:19])[CH:17]=1)[CH2:5][N:6]([CH3:14])[C:7](=[O:13])[O:8][C:9]([CH3:12])([CH3:11])[CH3:10].[O:22]1[CH2:26][CH2:25][C@H:24](O)[CH2:23]1.C1C=CC(P(C2C=CC=CC=2)C2C=CC=CC=2)=CC=1.CC(OC(/N=N/C(OC(C)C)=O)=O)C>C1COCC1>[F:1][C:2]1[C:3]([O:21][C@@H:24]2[CH2:25][CH2:26][O:22][CH2:23]2)=[C:4]([CH:15]=[C:16]([N+:18]([O-:20])=[O:19])[CH:17]=1)[CH2:5][N:6]([CH3:14])[C:7](=[O:13])[O:8][C:9]([CH3:11])([CH3:12])[CH3:10]. Procedure: To a solution of 17D (566 mg, 1.885 mmol), (S)-tetrahydrofuran-3-ol (365 mg, 4.15 mmol) and PPh3 (1088 mg, 4.15 mmol) in THF (5 mL) was added DIAD (0.822 mL, 4.15 mmol) dropwise. The reaction was stirred at 0° C. for 0.5 h and then at rt for 16 h. The mixture was concentrated and purified by prep HPLC to give 38A (700 mg, 1.890 mmol, 100% yield). MS (ESI) m/z: 371.2 (M+H)+.